Dataset: the Open Reaction Database (ORD), a public repository of structured organic reaction records. Task: describe an organic reaction: reactants, conditions, products, and yield The reactants are CC(=O)OCCOc1cc(NS(=O)(=O)c2ccc(C(C)(C)C)cc2)n(C)n1, CCOC(C)=O, O=C1CCC(=O)N1I, [Na+], [Na+], C1CCOC1, O, O=S([O-])S(=O)(=O)[O-]. The product is CC(=O)OCCOc1nn(C)c(NS(=O)(=O)c2ccc(C(C)(C)C)cc2)c1I. RXN SMILES: [C:1]([CH3:2])(=[O:3])[O:4][CH2:5][CH2:6][O:7][c:8]1[n:9][n:10]([CH3:27])[c:11]([NH:13][S:14](=[O:15])(=[O:16])[c:17]2[cH:18][cH:19][c:20]([C:23]([CH3:24])([CH3:25])[CH3:26])[cH:21][cH:22]2)[cH:12]1.[CH3:50][CH2:51][O:52][C:53](=[O:54])[CH3:55].[I:28][N:29]1[C:30](=[O:31])[CH2:32][CH2:33][C:34]1=[O:35].[Na+:43].[Na+:44].[O:45]1[CH2:46][CH2:47][CH2:48][CH2:49]1.[OH2:56].[S:36]([S:37]([O-:38])=[O:39])([O-:40])(=[O:41])=[O:42]>>[C:1]([CH3:2])(=[O:3])[O:4][CH2:5][CH2:6][O:7][c:8]1[n:9][n:10]([CH3:27])[c:11]([NH:13][S:14](=[O:15])(=[O:16])[c:17]2[cH:18][cH:19][c:20]([C:23]([CH3:24])([CH3:25])[CH3:26])[cH:21][cH:22]2)[c:12]1[I:28]. Starting materials: C(C)N(S(=O)(=O)C=1C=C(C(=O)O)C=CC1)[C@@H]1CC[C@H](CC1)C(=O)OC (3-{ethyl[trans-4-(methoxycarbonyl)cyclohexyl]sulfamoyl}benzoic acid), ClCCl (dichloromethane), NC=1SC2=C(C1C(=O)NC1=CC=C(C=C1)CCCC1=CC=C(C(=O)OC)C=C1)CCCC2 (methyl 4-[3-(4-{[(2-amino-4,5,6,7-tetrahydro-1-benzothiophen-3-yl)carbonyl]amino}phenyl)propyl]benzoate), C(C(=O)Cl)(=O)Cl (oxalyl chloride). The reagents and catalysts are CN(C)C=O (DMF). Run in N1=CC=CC=C1 (pyridine). Reaction conditions: time 4 hour. Yields the product C(C)N(S(=O)(=O)C=1C=C(C(=O)NC=2SC3=C(C2C(=O)NC2=CC=C(C=C2)CCCC2=CC=C(C(=O)OC)C=C2)CCCC3)C=CC1)[C@@H]1CC[C@H](CC1)C(=O)OC (methyl 4-(3-{4-[({2-[(3-{ethyl[trans-4-(methoxycarbonyl)cyclohexyl]sulfamoyl}benzoyl)amino]-4,5,6,7-tetrahydro-1-benzothiophen-3-yl}carbonyl)amino]phenyl}propyl)benzoate). Yield: 45.0%. Reaction SMILES: [CH2:1]([N:3]([C@H:16]1[CH2:21][CH2:20][C@H:19]([C:22]([O:24][CH3:25])=[O:23])[CH2:18][CH2:17]1)[S:4]([C:7]1[CH:8]=[C:9]([CH:13]=[CH:14][CH:15]=1)[C:10](O)=[O:11])(=[O:6])=[O:5])[CH3:2].ClCCl.C(Cl)(=O)C(Cl)=O.[NH2:35][C:36]1[S:37][C:38]2[CH2:66][CH2:65][CH2:64][CH2:63][C:39]=2[C:40]=1[C:41]([NH:43][C:44]1[CH:49]=[CH:48][C:47]([CH2:50][CH2:51][CH2:52][C:53]2[CH:62]=[CH:61][C:56]([C:57]([O:59][CH3:60])=[O:58])=[CH:55][CH:54]=2)=[CH:46][CH:45]=1)=[O:42]>CN(C=O)C.N1C=CC=CC=1>[CH2:1]([N:3]([C@H:16]1[CH2:21][CH2:20][C@H:19]([C:22]([O:24][CH3:25])=[O:23])[CH2:18][CH2:17]1)[S:4]([C:7]1[CH:8]=[C:9]([CH:13]=[CH:14][CH:15]=1)[C:10]([NH:35][C:36]1[S:37][C:38]2[CH2:66][CH2:65][CH2:64][CH2:63][C:39]=2[C:40]=1[C:41]([NH:43][C:44]1[CH:45]=[CH:46][C:47]([CH2:50][CH2:51][CH2:52][C:53]2[CH:54]=[CH:55][C:56]([C:57]([O:59][CH3:60])=[O:58])=[CH:61][CH:62]=2)=[CH:48][CH:49]=1)=[O:42])=[O:11])(=[O:6])=[O:5])[CH3:2]. Reported procedure: To a mixture of 332 mg of 3-{ethyl[trans-4-(methoxycarbonyl)cyclohexyl]sulfamoyl}benzoic acid, one drop of DMF, and 3 mL of dichloromethane was added 0.11 mL of oxalyl chloride under ice-cooling, followed by stirring at room temperature for 4 hours. The reaction mixture was concentrated under reduced pressure, and then to a mixture of the obtained crude product and 3 mL of dichloromethane were added 0.11 mL of pyridine and 300 mg of methyl 4-[3-(4-{[(2-amino-4,5,6,7-tetrahydro-1-benzothiophen-3-... The reactants are C(C1=CC=CC=C1)OC1=C(CCN(CC)C2=NC=C(C=C2)C(=O)OC(C)(C)C)C=C(C=C1)Br (tert-Butyl 2-[N-(2-benzyloxy-5-bromophenethyl)-N-ethylamino]-5-pyridinecarboxylate), FC(C(=O)O)(F)F (trifluoroacetic acid). The solvent is ClCCl (dichloromethane). Yields the product C(C1=CC=CC=C1)OC1=C(CCN(CC)C2=NC=C(C=C2)C(=O)O)C=C(C=C1)Br (2-[N-(2-Benzyloxy-5-bromophenethyl)-N-ethylamino]-5-pyridinecarboxylic acid). Isolated yield 84.2%. Reaction SMILES: [CH2:1]([O:8][C:9]1[CH:32]=[CH:31][C:30]([Br:33])=[CH:29][C:10]=1[CH2:11][CH2:12][N:13]([C:16]1[CH:21]=[CH:20][C:19]([C:22]([O:24]C(C)(C)C)=[O:23])=[CH:18][N:17]=1)[CH2:14][CH3:15])[C:2]1[CH:7]=[CH:6][CH:5]=[CH:4][CH:3]=1.FC(F)(F)C(O)=O>ClCCl>[CH2:1]([O:8][C:9]1[CH:32]=[CH:31][C:30]([Br:33])=[CH:29][C:10]=1[CH2:11][CH2:12][N:13]([C:16]1[CH:21]=[CH:20][C:19]([C:22]([OH:24])=[O:23])=[CH:18][N:17]=1)[CH2:14][CH3:15])[C:2]1[CH:3]=[CH:4][CH:5]=[CH:6][CH:7]=1. Reported procedure: tert-Butyl 2-[N-(2-benzyloxy-5-bromophenethyl)-N-ethylamino]-5-pyridinecarboxylate (800 mg) and trifluoroacetic acid (20 ml) in dichloromethane (20 ml) was heated at reflux for 30 minutes. The solvent was evaporated and the residue crystallised from a mixture of dichloromethane and diethyl ether (1:2) to give the title compound (600 mg) mpt 214° C. (decomp). The reactants are CCO, Nc1c(OCc2ccccc2)c(Cl)c2c(c1C(=O)O)CCCC2. Product: Nc1c(O)c(Cl)c2c(c1C(=O)O)CCCC2. As a reaction SMILES: [CH3:24][CH2:25][OH:26].[NH2:1][c:2]1[c:3]([O:16][CH2:17][c:18]2[cH:19][cH:20][cH:21][cH:22][cH:23]2)[c:4]([Cl:15])[c:5]2[c:10]([c:11]1[C:12](=[O:13])[OH:14])[CH2:9][CH2:8][CH2:7][CH2:6]2>>[NH2:1][c:2]1[c:3]([OH:16])[c:4]([Cl:15])[c:5]2[c:10]([c:11]1[C:12](=[O:13])[OH:14])[CH2:9][CH2:8][CH2:7][CH2:6]2. The reactants are CC(C)(C)C(=O)Nc1c(F)cccc1Br, C1CCCCC1, CN(C)C=O, [Li]CCCC, C1CCOC1. As a reaction SMILES: [Br:1][c:2]1[c:3]([NH:9][C:10]([C:11]([CH3:12])([CH3:13])[CH3:14])=[O:15])[c:4]([F:8])[cH:5][cH:6][cH:7]1.[CH2:21]1[CH2:22][CH2:23][CH2:24][CH2:25][CH2:26]1.[CH3:27][N:28]([CH:29]=[O:30])[CH3:31].[Li:16][CH2:17][CH2:18][CH2:19][CH3:20].[O:32]1[CH2:33][CH2:34][CH2:35][CH2:36]1>>[c:2]1([CH:29]=[O:30])[c:3]([NH:9][C:10]([C:11]([CH3:12])([CH3:13])[CH3:14])=[O:15])[c:4]([F:8])[cH:5][cH:6][cH:7]1. The product is CC(C)(C)C(=O)Nc1c(F)cccc1C=O.